From a dataset of the Open Reaction Database (ORD), a public repository of structured organic reaction records. describe an organic reaction: reactants, conditions, products, and yield Conditions: temperature 20 celsius, time 30 minute. Solvent: C(C)(C)(C)OC (methyl tert-butyl ether). Procedure details: 10.8 g (0.06 mol) of 30% strength sodium methylate solution were added with stirring at 0°-5° C. in the course of 20 minutes to 15 g (0.06 mol) of 2,3,6-trichloro-5-trifluoromethylpyridine in 200 ml of methyl tert-butyl ether, and stirring was continued for 30 minutes at the same temperature. After the mixture had been heated to 20° C., the fine precipitate which had formed was filtered off with suction and washed using methyl tert-butyl ether. The organic filtrate was washed with water, dried a... RXN SMILES: [CH3:1][O-:2].[Na+].Cl[C:5]1[C:10]([Cl:11])=[CH:9][C:8]([C:12]([F:15])([F:14])[F:13])=[C:7]([Cl:16])[N:6]=1>C(OC)(C)(C)C>[Cl:16][C:7]1[C:8]([C:12]([F:15])([F:14])[F:13])=[CH:9][C:10]([Cl:11])=[C:5]([O:2][CH3:1])[N:6]=1 |f:0.1|. The product is ClC1=NC(=C(C=C1C(F)(F)F)Cl)OC (2,5-Dichloro-6-methoxy-3-trifluoromethylpyridine). Starting materials: C[O-].[Na+] (sodium methylate), ClC1=NC(=C(C=C1Cl)C(F)(F)F)Cl (2,3,6-trichloro-5-trifluoromethylpyridine). The reactants are C1(=CC(=C(C=C1)C)C)C=1SC=CC1 (2-(3,4-xylyl)thiophene), reagent, C1(=CC=CC=C1)SCl (benzenesulfenyl chloride), C1(=CC(=C(C=C1)C)C)C=1SC=CC1 (2-(3,4-xylyl)thiophene). Reagents/catalysts: [Fe] (iron). The solvent is C(Cl)(Cl)(Cl)Cl (carbon tetrachloride). Conditions: time 2 day. Product: C1(=CC=CC=C1)SC=1SC(=CC1)C1=CC(=C(C=C1)C)C (2-phenylthio-5-(3,4-xylyl)thiophene). Isolated yield 29.1%. As a reaction SMILES: [C:1]1([C:9]2[S:10][CH:11]=[CH:12][CH:13]=2)[CH:6]=[CH:5][C:4]([CH3:7])=[C:3]([CH3:8])[CH:2]=1.[C:14]1([S:20]Cl)[CH:19]=[CH:18][CH:17]=[CH:16][CH:15]=1>[Fe].C(Cl)(Cl)(Cl)Cl>[C:14]1([S:20][C:11]2[S:10][C:9]([C:1]3[CH:6]=[CH:5][C:4]([CH3:7])=[C:3]([CH3:8])[CH:2]=3)=[CH:13][CH:12]=2)[CH:19]=[CH:18][CH:17]=[CH:16][CH:15]=1. Procedure details: A mixture of 37 g (0.197 mole) of 2-(3,4-xylyl)thiophene, 200 ml of reagent carbon tetrachloride, 29 ml (36 g, 0.259 mole) of benzenesulfenyl chloride and 0.05 g of iron powder was allowed to stand two days at room temperature. A vapor phase chromatogram of the mixture showed that all the 2-(3,4-xylyl)thiophene had been consumed. The carbon tetrachloride was removed by distillation and the residue recrystallized from ethanol to give a first crop of 17 g (29%) of 2-phenylthio-5-(3,4-xylyl)thiophe...